Dataset: the Open Reaction Database (ORD), a public repository of structured organic reaction records. Task: describe an organic reaction: reactants, conditions, products, and yield The reactants are [Si](C)(C)(C(C)(C)C)O[C@@H]1C=C[C@@H](C1)O ((1R,4S)-4-(tert-butyldimethylsilyl)oxy-2-cyclopentenol), O1CCCC=C1 (dihydropyran), CCOCC (ether). The reagents and catalysts are C1(=CC=C(C=C1)S(=O)(=O)O)C (p-toluenesulfonic acid). Run at time 10 hour. Yields the product O1C(CCCC1)OC1OCCCC1 (tetrahydropyranyl ether). As a reaction SMILES: [Si](O[C@H:9]1[CH2:13][C@@H:12]([OH:14])[CH:11]=[CH:10]1)(C(C)(C)C)(C)C.[O:15]1[CH:20]=[CH:19][CH2:18][CH2:17][CH2:16]1.CC[O:23]CC>C1(C)C=CC(S(O)(=O)=O)=CC=1>[O:15]1[CH2:16][CH2:17][CH2:18][CH2:19][CH:20]1[O:23][CH:12]1[CH2:13][CH2:9][CH2:10][CH2:11][O:14]1. Reported procedure: A mixture of (1R,4S)-4-(tert-butyldimethylsilyl)oxy-2-cyclopentenol (9.70 g, 40 mmol) (J. Amer. Chem. Soc., 1991, 113, 9851,), dihydropyran (4.40 g, 53.0 mmol) and p-toluenesulfonic acid (100 mg) in dry ether (50 ml) was stirred for 10 h at room temperature. The reaction mixture was washed with saturated aqueous sodium hydrogen carbonate solution (50 ml) and brine (50 ml). The organic phase was dried (MgSO4) and concentrated under reduced pressure to afford 14.2 g of crude tetrahydropyranyl ethe... Starting materials: N(=[N+]=[N-])C[C@@H](COC=1C(=NC=CC1)Cl)O ((2S)-1-azido-3-[(2-chloro-3-pyridyl)oxy]propan-2-ol), [H-].[Na+] (sodium hydride), ice. The solvent is C1CCOC1 (THF). Reaction conditions: temperature 90 celsius, time 2 hour. The product is N(=[N+]=[N-])C[C@H]1COC=2C(=NC=CC2)O1 ((3S)-3-(Azidomethyl)-2,3-dihydro-[1,4]dioxino[2,3-b]pyridine). The yield is 22.2%. RXN SMILES: [N:1]([CH2:4][C@H:5]([OH:15])[CH2:6][O:7][C:8]1[C:9](Cl)=[N:10][CH:11]=[CH:12][CH:13]=1)=[N+:2]=[N-:3].[H-].[Na+]>C1COCC1>[N:1]([CH2:4][C@@H:5]1[O:15][C:9]2=[N:10][CH:11]=[CH:12][CH:13]=[C:8]2[O:7][CH2:6]1)=[N+:2]=[N-:3] |f:1.2|. Reported procedure: Dissolve (2S)-1-azido-3-[(2-chloro-3-pyridyl)oxy]propan-2-ol (40.28 g, 176.17 mmol) in THF (880 mL) and slowly add sodium hydride (60% dispersion in mineral oil; 14.09 g, 352.35 mmol). Heat the mixture to 90° C. and stir for 2 hours at that temperature. Slowly pour the mixture into 1 liter of packed ice to quench the reaction. Remove the dioxanes under reduced pressure and extract the resulting mixture with EtOAc (3×). Dry the combined extracts over Na2SO4; filter; and concentrate the filtrate u... Starting materials: CS(C)=O, CCN(C(C)C)C(C)C, CC(C)(C)OC(=O)N1CCCC(N)C1, CC(=O)c1sc(S(C)(=O)=O)nc1N. The product is CC(=O)c1sc(NC2CCCN(C(=O)OC(C)(C)C)C2)nc1N. As a reaction SMILES: [CH3:37][S:38]([CH3:39])=[O:40].[CH:28]([N:29]([CH2:30][CH3:31])[CH:32]([CH3:33])[CH3:34])([CH3:35])[CH3:36].[NH2:14][CH:15]1[CH2:16][N:17]([C:21](=[O:22])[O:23][C:24]([CH3:25])([CH3:26])[CH3:27])[CH2:18][CH2:19][CH2:20]1.[NH2:1][c:2]1[n:3][c:4]([S:10]([CH3:11])(=[O:12])=[O:13])[s:5][c:6]1[C:7]([CH3:8])=[O:9]>>[NH2:1][c:2]1[n:3][c:4]([NH:14][CH:15]2[CH2:16][N:17]([C:21](=[O:22])[O:23][C:24]([CH3:25])([CH3:26])[CH3:27])[CH2:18][CH2:19][CH2:20]2)[s:5][c:6]1[C:7]([CH3:8])=[O:9]. Starting materials: B, CC(=O)NCCON=Cc1cc(C(=O)NOCCO)c(Nc2ccc(I)cc2F)c(F)c1F, O=C([O-])O, ClCCl, [Na+], O, O=C(O)C(Cl)Cl, c1ccncc1. Product: CC(=O)NCCONCc1cc(C(=O)NOCCO)c(Nc2ccc(I)cc2F)c(F)c1F. As a reaction SMILES: [BH3:40].[C:1]([CH3:2])(=[O:3])[NH:4][CH2:5][CH2:6][O:7][N:8]=[CH:9][c:10]1[c:11]([F:33])[c:12]([F:32])[c:13]([NH:23][c:24]2[c:25]([F:31])[cH:26][c:27]([I:30])[cH:28][cH:29]2)[c:14]([C:15](=[O:16])[NH:17][O:18][CH2:19][CH2:20][OH:21])[cH:22]1.[C:47](=[O:48])([OH:49])[O-:50].[Cl:53][CH2:54][Cl:55].[Na+:51].[OH2:52].[OH:41][C:42]([CH:43]([Cl:44])[Cl:45])=[O:46].[n:34]1[cH:35][cH:36][cH:37][cH:38][cH:39]1>>[C:1]([CH3:2])(=[O:3])[NH:4][CH2:5][CH2:6][O:7][NH:8][CH2:9][c:10]1[c:11]([F:33])[c:12]([F:32])[c:13]([NH:23][c:24]2[c:25]([F:31])[cH:26][c:27]([I:30])[cH:28][cH:29]2)[c:14]([C:15](=[O:16])[NH:17][O:18][CH2:19][CH2:20][OH:21])[cH:22]1. Run at time 3 hour. Reaction SMILES: [CH3:1][NH:2][C:3]1[CH:8]=[CH:7][CH:6]=[CH:5][C:4]=1[N+:9]([O-:11])=[O:10].[C:12]([O:18][CH2:19][CH3:20])(=[O:17])[CH2:13][C:14]([O-:16])=O.P(Cl)(Cl)(Cl)(Cl)Cl>C1C=CC=CC=1>[C:12]([CH2:13][C:14]([N:2]([CH3:1])[C:3]1[CH:8]=[CH:7][CH:6]=[CH:5][C:4]=1[N+:9]([O-:11])=[O:10])=[O:16])([O:18][CH2:19][CH3:20])=[O:17]. Starting materials: CNC1=C(C=CC=C1)[N+](=O)[O-] (N-methyl o-nitro aniline), water ice, C(CC(=O)[O-])(=O)OCC (monoethyl malonate), P(Cl)(Cl)(Cl)(Cl)Cl (phosphorus pentachloride). The product is C(=O)(OCC)CC(=O)N(C1=C(C=CC=C1)[N+](=O)[O-])C (N-carbethoxy acetyl N-methyl o-nitro aniline). Reported procedure: 75 g of N-methyl o-nitro aniline and 70 g. of monoethyl malonate (obtained according to M. Freund, Ber. 17, 780, 1884) are dissolved in 550 cc. of benzene, the solution is agitated and 106 g. of phosphorus pentachloride are added, while maintaining the temperature at 20°-23° C.; this is agitated for three hours at room temperature, then heated for 1 hour at 70° C.; a yellow precipitate forms, which dissolves again, giving an orange solution; a water-ice mixture is added, while agitating, to obta... Solvent: C1=CC=CC=C1 (benzene). Starting materials: C(C1=CC=CC=C1)N([C@@H]1COC2=CC=CC(=C2C1)B1OC(C(O1)(C)C)(C)C)CC1=CC=CC=C1 ((3S)-N,N-dibenzyl-5-(4,4,5,5-tetramethyl-1,3,2-dioxaborolan-2-yl)chroman -3-amine), BrC=1C=NC(=NC1)CC (5-bromo-2-ethylpyrimidine), C([O-])([O-])=O.[K+].[K+] (potassium carbonate). Reagents/catalysts: CC(C)(C)P(C1=CC=C[CH-]1)C(C)(C)C.CC(C)(C)P(C1=CC=C[CH-]1)C(C)(C)C.[Cl-].[Cl-].[Fe+2].[Pd+2] (dichloro[1,1′bis(di-tert-butylphosphino)ferrocene]palladium(II)). The solvent is O1CCOCC1 (dioxane). Product: C(C1=CC=CC=C1)N([C@@H]1COC2=CC=CC(=C2C1)C=1C=NC(=NC1)CC)CC1=CC=CC=C1 ((3S)-N,N-dibenzyl-5-(2-ethylpyrimidin-5-yl)chroman-3-amine). Yield: 54.6%. RXN SMILES: [CH2:1]([N:8]([CH2:28][C:29]1[CH:34]=[CH:33][CH:32]=[CH:31][CH:30]=1)[C@H:9]1[CH2:18][C:17]2[C:12](=[CH:13][CH:14]=[CH:15][C:16]=2B2OC(C)(C)C(C)(C)O2)[O:11][CH2:10]1)[C:2]1[CH:7]=[CH:6][CH:5]=[CH:4][CH:3]=1.Br[C:36]1[CH:37]=[N:38][C:39]([CH2:42][CH3:43])=[N:40][CH:41]=1.C(=O)([O-])[O-].[K+].[K+]>O1CCOCC1.CC(P(C(C)(C)C)C1[CH-]C=CC=1)(C)C.CC(P(C(C)(C)C)C1[CH-]C=CC=1)(C)C.[Cl-].[Cl-].[Fe+2].[Pd+2]>[CH2:28]([N:8]([CH2:1][C:2]1[CH:7]=[CH:6][CH:5]=[CH:4][CH:3]=1)[C@H:9]1[CH2:18][C:17]2[C:12](=[CH:13][CH:14]=[CH:15][C:16]=2[C:36]2[CH:37]=[N:38][C:39]([CH2:42][CH3:43])=[N:40][CH:41]=2)[O:11][CH2:10]1)[C:29]1[CH:30]=[CH:31][CH:32]=[CH:33][CH:34]=1 |f:2.3.4,6.7.8.9.10.11|. Procedure: A mixture of (3S)-N,N-dibenzyl-5-(4,4,5,5-tetramethyl-1,3,2-dioxaborolan-2-yl)chroman -3-amine (278 mg, 0.61 mmol), 5-bromo-2-ethylpyrimidine (114 mg, 0.61 mmol), dichloro[1,1′bis(di-tert-butylphosphino)ferrocene]palladium(II) (24 mg, 0.04 mmol) and 2M potassium carbonate (0.64 mL, 1.28 mmol) in dioxane (6 mL) was irradiated in a microwave under an atmosphere of argon at 140° C. for 1 h. The reaction mixture was filtered through a pad of celite, which was washed with methanol, and the filtrate w... The reactants are O=C([O-])[O-], O=C(NC1CNC2Cc3c[nH]c4cccc(c34)C2C1)OCc1ccccc1, CCCI, CN(C)C=O, [K+], [K+]. The product is CCCN1CC(NC(=O)OCc2ccccc2)CC2c3cccc4[nH]cc(c34)CC21. As a reaction SMILES: [C:28](=[O:29])([O-:30])[O-:31].[CH2:1]([c:2]1[cH:3][cH:4][cH:5][cH:6][cH:7]1)[O:8][C:9](=[O:10])[NH:11][CH:12]1[CH2:13][NH:14][CH:15]2[CH2:16][c:17]3[cH:18][nH:19][c:20]4[cH:21][cH:22][cH:23][c:24]([c:27]34)[CH:25]2[CH2:26]1.[CH2:34]([CH2:35][CH3:36])[I:37].[CH3:38][N:39]([CH3:40])[CH:41]=[O:42].[K+:32].[K+:33]>>[CH2:1]([c:2]1[cH:3][cH:4][cH:5][cH:6][cH:7]1)[O:8][C:9](=[O:10])[NH:11][CH:12]1[CH2:13][N:14]([CH2:34][CH2:35][CH3:36])[CH:15]2[CH2:16][c:17]3[cH:18][nH:19][c:20]4[cH:21][cH:22][cH:23][c:24]([c:27]34)[CH:25]2[CH2:26]1. Starting materials: Cl (HCl), C(C)OCC (diethyl ether), O1CCCC1 (tetrahydrofuran), [H-].[H-].[H-].[H-].[Li+].[Al+3] (LiAlH4), O1CCCC1 (tetrahydrofuran), C12(CC3CC(CC(C1)C3)C2)C2=CC=CC2=C (Adamantylfulvene). The solvent is O (water), O (water). Reaction conditions: time 22 hour. Yields the product C12C(C3CC(CC(C1)C3)C2)C2=CC=CC2 (2-adamantylcyclopentadiene). RXN SMILES: [H-].[H-].[H-].[H-].[Li+].[Al+3].O1[CH2:11][CH2:10][CH2:9][CH2:8]1.[C:12]12(C3C(=C)C=CC=3)[CH2:21][CH:16]3[CH2:17][CH:18]([CH2:20][CH:14]([CH2:15]3)[CH2:13]1)[CH2:19]2.Cl.[CH2:29](OCC)C>O>[CH:14]12[CH2:15][CH:16]3[CH2:17][CH:18]([CH2:19][CH:12]([CH2:21]3)[CH:13]1[C:8]1[CH2:29][CH:11]=[CH:10][CH:9]=1)[CH2:20]2 |f:0.1.2.3.4.5|. Reported procedure: A 500 mL argon-purged round bottom flask was charged with LiAlH4 (8.20 g, 216 mmol) and 100 mL tetrahydrofuran. Adamantylfulvene (30.00 g, 151.3 mmol) was added via solid addition funnel, followed by another 100 mL tetrahydrofuran over 2 minutes at 0° C. After stirring for 22 hours at room temperature, the reaction was cooled to 0° C. and 100 mL water were added dropwise over 60 minutes. Then, 100 mL concentrated aqueous HCl in 300 mL water and 50 mL diethyl ether were added. The organic layer w...